From a dataset of the Open Reaction Database (ORD), a public repository of structured organic reaction records. describe an organic reaction: reactants, conditions, products, and yield Starting materials: ClC1=C(C=C(C(=O)OCCC2CCCCC2)C=C1[N+](=O)[O-])[N+](=O)[O-] (2-cyclohexylethyl 4-chloro-3,5-dinitrobenzoate), ClC1=C(C=C(C(=O)OCCC2CCCCC2)C=C1[N+](=O)[O-])[N+](=O)[O-] (2-cyclohexylethyl 4-chloro-3,5-dinitrobenzoate), C(C)(C)O (isopropanol), solution 1965, O (water), 35.4, S(=O)([O-])[O-].[Na+].[Na+] (sodium sulfite), O (water). The solvent is C(C)#N (acetonitrile), C(C)#N (acetonitrile). Run at temperature 80 celsius, time 3 hour. Yields the product 42.2, C1(CCCCC1)CCOC(=O)C1=CC(=C(C(=C1)[N+](=O)[O-])S(=O)(=O)[O-])[N+](=O)[O-].[Na+] (sodium 4-(2-cyclohexylethoxycarbonyl)-2,6-dinitrobenzenesulfonate). Isolated yield 90.7%. Reaction SMILES: Cl[C:2]1[C:18]([N+:19]([O-:21])=[O:20])=[CH:17][C:5]([C:6]([O:8][CH2:9][CH2:10][CH:11]2[CH2:16][CH2:15][CH2:14][CH2:13][CH2:12]2)=[O:7])=[CH:4][C:3]=1[N+:22]([O-:24])=[O:23].[S:25]([O-:28])([O-:27])=[O:26].[Na+:29].[Na+].O.C(O)(C)C>C(#N)C>[CH:11]1([CH2:10][CH2:9][O:8][C:6]([C:5]2[CH:17]=[C:18]([N+:19]([O-:21])=[O:20])[C:2]([S:25]([O-:28])(=[O:27])=[O:26])=[C:3]([N+:22]([O-:24])=[O:23])[CH:4]=2)=[O:7])[CH2:16][CH2:15][CH2:14][CH2:13][CH2:12]1.[Na+:29] |f:1.2.3,7.8|. Procedure details: 50 parts of 2-cyclohexylethyl 4-chloro-3,5-dinitrobenzoate was dissolved in 157 parts of acetonitrile. To the solution was added dropwise the solution of 35.4 parts of sodium sulfite and 72 parts of water at room temperature. To the mixed solution 1965 parts of acetonitrile little by little, and then was added 500 parts of water to obtain uniform solution. The solution was heated to 80° C. and maintained the temperature with stirring for 3 hours. After checking the disapearance of 2-cyclohexylet... Reactants: C(C1=CC=CC=C1)O[C@@H]1[C@]2(CO[C@]([C@@H]([C@H]1OCC1=CC=CC=C1)OCC1=CC=CC=C1)(O2)C2=CC(=C(C=C2)Cl)CC2=CC=C(C=C2)OCC)C2OC2 ((1S,2S,3S,4R,5S)-2,3,4-tribenzyloxy-5-[4-chloro-3-[(4-ethoxyphenyl)methyl]phenyl]-1-(oxiran-2-yl)-6,8-dioxabicyclo[3.2.1]octane), CN (methylamine). Solvent: CO.O1CCCC1 (methanol tetrahydrofuran). Reaction conditions: temperature 55 celsius, time 16 hour. Yields the product CNCC(O)[C@@]12[C@H]([C@@H]([C@H]([C@@](OC1)(O2)C2=CC(=C(C=C2)Cl)CC2=CC=C(C=C2)OCC)OCC2=CC=CC=C2)OCC2=CC=CC=C2)OCC2=CC=CC=C2 (2-(methylamino)-1-[(1R,2S,3S,4R,5S)-2,3,4-tribenzyloxy-5-[4-chloro-3-[(4-ethoxyphenyl)methyl]phenyl]-6,8-dioxabicyclo[3.2.1]octan-1-yl]ethanol). The yield is 71.6%. Reaction SMILES: [CH2:1]([O:8][C@H:9]1[C@H:15]([O:16][CH2:17][C:18]2[CH:23]=[CH:22][CH:21]=[CH:20][CH:19]=2)[C@@H:14]([O:24][CH2:25][C:26]2[CH:31]=[CH:30][CH:29]=[CH:28][CH:27]=2)[C@:13]2([C:33]3[CH:38]=[CH:37][C:36]([Cl:39])=[C:35]([CH2:40][C:41]4[CH:46]=[CH:45][C:44]([O:47][CH2:48][CH3:49])=[CH:43][CH:42]=4)[CH:34]=3)[O:32][C@:10]1([CH:50]1[CH2:52][O:51]1)[CH2:11][O:12]2)[C:2]1[CH:7]=[CH:6][CH:5]=[CH:4][CH:3]=1.[CH3:53][NH2:54]>CO.O1CCCC1>[CH3:53][NH:54][CH2:52][CH:50]([C@:10]12[O:32][C@:13]([C:33]3[CH:38]=[CH:37][C:36]([Cl:39])=[C:35]([CH2:40][C:41]4[CH:42]=[CH:43][C:44]([O:47][CH2:48][CH3:49])=[CH:45][CH:46]=4)[CH:34]=3)([O:12][CH2:11]1)[C@H:14]([O:24][CH2:25][C:26]1[CH:31]=[CH:30][CH:29]=[CH:28][CH:27]=1)[C@@H:15]([O:16][CH2:17][C:18]1[CH:19]=[CH:20][CH:21]=[CH:22][CH:23]=1)[C@@H:9]2[O:8][CH2:1][C:2]1[CH:7]=[CH:6][CH:5]=[CH:4][CH:3]=1)[OH:51] |f:2.3|. Reported procedure: To a solution of (1S,2S,3S,4R,5S)-2,3,4-tribenzyloxy-5-[4-chloro-3-[(4-ethoxyphenyl)methyl]phenyl]-1-(oxiran-2-yl)-6,8-dioxabicyclo[3.2.1]octane 10a (50 mg, 0.56 mmol, obtained from the synthetic method described in step 1 of example 10) in a methanol/tetrahydrofuran mixture (v/v=2/1, 9 mL) was added methylamine solution (1 mL, 1.25 mmol). The mixture was heated to 55° C. and stirred for 16 h. The resulting mixture was extracted with ethyl acetate (20 mL×2). The combined organic layers were wash... The product is [C-]#[N+]C1C(=O)NC1CC(=CC(=O)OC)OC. The reactants are CCOC(C)=O, COC(=O)C=C(CC1NC(=O)C1NC=O)OC, ClCCl, O=P(Cl)(Cl)Cl, Cc1cccc(C)n1. RXN SMILES: [CH3:34][CH2:35][O:36][C:37](=[O:38])[CH3:39].[CH:1](=[O:2])[NH:3][CH:4]1[CH:5]([CH2:9][C:10](=[CH:11][C:12](=[O:13])[O:14][CH3:15])[O:16][CH3:17])[NH:6][C:7]1=[O:8].[Cl:31][CH2:32][Cl:33].[P:26]([Cl:27])([Cl:28])([Cl:29])=[O:30].[n:18]1[c:19]([CH3:20])[cH:21][cH:22][cH:23][c:24]1[CH3:25]>>[C-:1]#[N+:3][CH:4]1[CH:5]([CH2:9][C:10](=[CH:11][C:12](=[O:13])[O:14][CH3:15])[O:16][CH3:17])[NH:6][C:7]1=[O:8]. The reactants are COC(=O)c1ccc(CO)cc1SCc1ccccc1, ClCCl, [Mg+2], [Mg+2], O=[Cr](=O)([O-])Cl, [O-][Si]([O-])([O-])[O-], c1cc[nH+]cc1. RXN SMILES: [CH2:1]([c:2]1[cH:3][cH:4][cH:5][cH:6][cH:7]1)[S:8][c:9]1[cH:10][c:11]([CH2:12][OH:13])[cH:14][cH:15][c:16]1[C:17](=[O:18])[O:19][CH3:20].[CH2:39]([Cl:40])[Cl:41].[Mg+2:26].[Mg+2:27].[O:28]=[Cr:29]([Cl:30])([O-:31])=[O:32].[Si:21]([O-:22])([O-:23])([O-:24])[O-:25].[nH+:33]1[cH:34][cH:35][cH:36][cH:37][cH:38]1>>[CH2:1]([c:2]1[cH:3][cH:4][cH:5][cH:6][cH:7]1)[S:8][c:9]1[cH:10][c:11]([CH:12]=[O:13])[cH:14][cH:15][c:16]1[C:17](=[O:18])[O:19][CH3:20]. Yields the product COC(=O)c1ccc(C=O)cc1SCc1ccccc1.